The task is: describe an organic reaction: reactants, conditions, products, and yield. This data is from the Open Reaction Database (ORD), a public repository of structured organic reaction records. RXN SMILES: COC(C1N(C)C2C(C=1)=CC(N)=CC=2)=O.C(OC(C1N(C)C2C(C=1)=CC(N)=CC=2)=O)C.C(OC([C:37]1[NH:38][C:39]2[C:44]([CH:45]=1)=[CH:43][C:42]([NH2:46])=[CH:41][CH:40]=2)=O)C.[CH3:47][N:48](C)[C:49](C1NC2C(C=1)=CC(N)=CC=2)=[O:50].COC(C1N(C)C2C(C=1)=CC=C(N)C=2)=O>>[CH3:47][NH:48][C:49]([N:38]1[C:39]2[C:44](=[CH:43][C:42]([NH2:46])=[CH:41][CH:40]=2)[CH2:45][CH2:37]1)=[O:50] |f:0.1|. Starting materials: COC(=O)C=1N(C2=CC=C(C=C2C1)N)C.C(C)OC(=O)C=1N(C2=CC=C(C=C2C1)N)C (5-Amino-1-methyl-1H-indole-2-carboxylic acid methyl ester 5-Amino-1-methyl-1H-indole-2-carboxylic acid ethyl ester), A2, C(C)OC(=O)C=1NC2=CC=C(C=C2C1)N (5-Amino-1H-indole-2-carboxylic acid ethyl ester), COC(=O)C=1N(C2=CC(=CC=C2C1)N)C (6-Amino-1-methyl-1H-indole-2-carboxylic acid methyl ester), WO2007/29847 A1, A1, WO2005/80367 A1, US2003/236251 A1, CN(C(=O)C=1NC2=CC=C(C=C2C1)N)C (5-Amino-1H-indole-2-carboxylic acid dimethylamide). Reported procedure: 5-Amino-1-methyl-1H-indole-2-carboxylic acid methyl ester/5-Amino-1-methyl-1H-indole-2-carboxylic acid ethyl ester (5.25) for Example 32, 47: Pharmagene Laboratories Limited Patent: WO2005/80367 A1; 2005/Boehringer Ingelheim (Canada) Ltd. Patent: US2003/236251 A1; 2003) 5-Amino-1H-indole-2-carboxylic acid ethyl ester (5.26) for Examples 6, 8, 10-12, 16, 26, 28, 30, 31, 33-44, 49, 50, 53, 58-61, 63, 65, 67-193, 197-214, 253-258, 260-262, 273-277, 283: Bayer Healthcare AG; WO2008/56768; A2; 2004) ... Yields the product CNC(=O)N1CCC2=CC(=CC=C12)N (5-Amino-2,3-dihydro-indole-1-carboxylic acid methylamide). Reactants: BrC1=C(SC=C1)C(=O)O (3-bromo-thiophene-2-carboxylic acid), FC1=CC=C(C=C1)B(O)O (4-fluorophenyl-boronic acid). Yields the product FC1=CC=C(C=C1)C1=C(SC=C1)C(=O)O (3-(4-Fluoro-phenyl)-thiophene-2-carboxylic Acid). RXN SMILES: Br[C:2]1[CH:6]=[CH:5][S:4][C:3]=1[C:7]([OH:9])=[O:8].[F:10][C:11]1[CH:16]=[CH:15][C:14](B(O)O)=[CH:13][CH:12]=1>>[F:10][C:11]1[CH:16]=[CH:15][C:14]([C:2]2[CH:6]=[CH:5][S:4][C:3]=2[C:7]([OH:9])=[O:8])=[CH:13][CH:12]=1. Reported procedure: prepared by reaction of 3-bromo-thiophene-2-carboxylic acid with 4-fluorophenyl-boronic acid. LC-MS (basic): tR=0.47 min; [M−H]−=221.1. The reactants are C(#N)C1=CC=C(C=C1)S(=O)(=O)NCC(CNC(OC(C)(C)C)=O)C (tert-butyl (3-(4-cyanophenylsulfonamido)-2-methylpropyl)carbamate), C(=O)(C(F)(F)F)O (TFA). Yields the product NCC(CNS(=O)(=O)C1=CC=C(C=C1)C#N)C (N-(3-amino-2-methylpropyl)-4-cyanobenzenesulfonamide). Isolated yield 65.6%. RXN SMILES: [C:1]([C:3]1[CH:8]=[CH:7][C:6]([S:9]([NH:12][CH2:13][CH:14]([CH3:24])[CH2:15][NH:16]C(=O)OC(C)(C)C)(=[O:11])=[O:10])=[CH:5][CH:4]=1)#[N:2].C(O)(C(F)(F)F)=O>>[NH2:16][CH2:15][CH:14]([CH3:24])[CH2:13][NH:12][S:9]([C:6]1[CH:5]=[CH:4][C:3]([C:1]#[N:2])=[CH:8][CH:7]=1)(=[O:11])=[O:10]. Reported procedure: A solution of the compound obtained in Step 1 (273 mg, 0.77 mmol) in TFA (1 mL, 12.98 mmol) was stirred at room temperature for min, and the mixture was concentrated under reduced pressure. To the residue were added ethyl acetate and 1N aqueous sodium hydroxide solution, and the organic layer was separated. The organic layer was washed with water and saturated brine, and dried, and the solvent was evaporated under reduced pressure to give N-(3-amino-2-methylpropyl)-4-cyanobenzenesulfonamide (128... Reactants: C1=CC(=CC=C1Cl)Cl (p-dichlorobenzene), N1CCCCC1 (piperidine), CC[O-].[Na+] (NaOEt). The solvent is C(C)O (ethanol), O1CCOCC1 (dioxane). The product is ClC1=CC=C(C=C1)N1CCCCC1 (N-(4-chlorophenyl)piperidine). Isolated yield 59.0%. RXN SMILES: [CH:1]1[C:6](Cl)=[CH:5][CH:4]=[C:3]([Cl:8])[CH:2]=1.[NH:9]1[CH2:14][CH2:13][CH2:12][CH2:11][CH2:10]1.CC[O-].[Na+]>C(O)C.O1CCOCC1>[Cl:8][C:3]1[CH:2]=[CH:1][C:6]([N:9]2[CH2:14][CH2:13][CH2:12][CH2:11][CH2:10]2)=[CH:5][CH:4]=1 |f:2.3|. Reported procedure: 15 mmol of p-dichlorobenzene (2.2 g), 15.5 mmol of piperidine (1.3 g), 15.5 mmol of NaOEt solution in ethanol (10% by weight) and 50 mg of trans-di-μ-chlorobis[2-[bis(1,1-dimethylethyl)phosphino]-2-methylpropyl-C,P]dipallium(II) are suspended in 75 ml of dioxane and refluxed for 15 hours. After aqueous work-up, extraction with petroleum ether and drying over sodium sulfate, the solvents are removed under reduced pressure. This gives crude N-(4-chlorophenyl)piperidine as a light brown liquid whic...